Dataset: the Open Reaction Database (ORD), a public repository of structured organic reaction records. Task: describe an organic reaction: reactants, conditions, products, and yield Product: C(\C=C/C(=O)O)(=O)O.FC1=C2CN(CC2=CC=C1)NC=1NCCN1 (4-Fluoro-2-(2-imidazolin-2-ylamino)-isoindoline maleate). Reaction SMILES: [F:1][C:2]1[CH:10]=[CH:9][CH:8]=[C:7]2[C:3]=1[CH2:4][N:5]([NH:11][C:12]1[NH:13][CH2:14][CH2:15][N:16]=1)[CH2:6]2.[C:17]([OH:24])(=[O:23])/[CH:18]=[CH:19]\[C:20]([OH:22])=[O:21]>C(OCC)(=O)C>[C:17]([OH:24])(=[O:23])/[CH:18]=[CH:19]\[C:20]([OH:22])=[O:21].[F:1][C:2]1[CH:10]=[CH:9][CH:8]=[C:7]2[C:3]=1[CH2:4][N:5]([NH:11][C:12]1[NH:13][CH2:14][CH2:15][N:16]=1)[CH2:6]2 |f:3.4|. The reactants are FC1=C2CN(CC2=CC=C1)NC=1NCCN1 (4-fluoro-2-(2-imidazolin-2-ylamino)-isoindoline), C(\C=C/C(=O)O)(=O)O (maleic acid). Procedure details: 2.0 g of the base (Example 1) are dissolved in 100 ml of hot ethyl acetate and a hot solution of 1 g of maleic acid in ethyl acetate is added. The solvent is C(C)(=O)OCC (ethyl acetate), C(C)(=O)OCC (ethyl acetate). The reactants are Cc1nc2cc(Br)ccc2s1, [C-]#N, CN1CCCC1=O, [Cu+2], O, O=S(=O)([O-])[O-]. Product: Cc1nc2cc(C#N)ccc2s1. Reaction SMILES: [Br:1][c:2]1[cH:3][cH:4][c:5]2[c:6]([n:7][c:8]([CH3:10])[s:9]2)[cH:11]1.[C-:12]#[N:13].[CH3:15][N:16]1[CH2:17][CH2:18][CH2:19][C:20]1=[O:21].[Cu+2:27].[OH2:14].[S:22]([O-:23])([O-:24])(=[O:25])=[O:26]>>[c:2]1([C:12]#[N:13])[cH:3][cH:4][c:5]2[c:6]([n:7][c:8]([CH3:10])[s:9]2)[cH:11]1. The reactants are COC=1C=C(C=C(C1OC)OC)CCCCC(C=O)=O (6-(3,4,5-trimethoxyphenyl)-2-keto-hexanal), C1=CC=CC1 (cyclopentadiene), [Cl-].[NH4+] (ammonium chloride). Run in O (water). Conditions: time 20 hour. The product is C12NC(C(C=C1)C2)C(CCCCC2=CC(=C(C(=C2)OC)OC)OC)=O (1-(2-Aza-bicyclo[2.2.1]hept-5-en-3-yl)-5-(3,4,5-trimethoxy-phenyl)-pentan-1-one). RXN SMILES: [CH3:1][O:2][C:3]1[CH:4]=[C:5]([CH2:13][CH2:14][CH2:15][CH2:16][C:17](=[O:20])[CH:18]=O)[CH:6]=[C:7]([O:11][CH3:12])[C:8]=1[O:9][CH3:10].[CH:21]1[CH2:25][CH:24]=[CH:23][CH:22]=1.[Cl-].[NH4+:27]>O>[CH:22]12[CH2:21][CH:25]([CH:24]=[CH:23]1)[CH:18]([C:17](=[O:20])[CH2:16][CH2:15][CH2:14][CH2:13][C:5]1[CH:6]=[C:7]([O:11][CH3:12])[C:8]([O:9][CH3:10])=[C:3]([O:2][CH3:1])[CH:4]=1)[NH:27]2 |f:2.3|. Reported procedure: A mixture of 0.75 g (2.7 mmol) of 6-(3,4,5-trimethoxyphenyl)-2-keto-hexanal and 0.66 ml (8.0 mmol) of cyclopentadiene in 10 ml of aqueous saturated ammonium chloride was stirred at room temperature for 20 hours. The reaction mixture was diluted with 5 ml of water and extracted with 25 ml of ethyl acetate. The aqueous solution was then adjusted to pH=10 with 1N sodium hydroxide (NaOH) and extracted with ethyl acetate. These ethyl acetate layers were combined, dried (Na2SO4) and evaporated to yiel... The reactants are ice water, [BH4-].[Na+] (sodium borohydride), O1CCCC1 (tetrahydrofuran), C(CC)N(C1CC2=C(C=CC=C2CC1)C=C[N+](=O)[O-])CCC (2-dipropylamino-8-(2-nitro-ethenyl)-1,2,3,4-tetrahydronaphthalene), O1CCCC1 (tetrahydrofuran), Cl (hydrochloric acid). Run in C(C)(C)O.C(C)N(CC)CC (isopropanol triethylamine). Reaction conditions: time 15 minute. Yields the product C(CC)N(C1CC2=C(C=CC=C2CC1)CCN)CCC (2-Dipropylamino-8-(2-amino-ethyl)-1,2,3,4-tetrahydronaphthalene). Reaction SMILES: [BH4-].[Na+].O1CCCC1.[CH2:8]([N:11]([CH2:27][CH2:28][CH3:29])[CH:12]1[CH2:21][CH2:20][C:19]2[C:14](=[C:15]([CH:22]=[CH:23][N+:24]([O-])=O)[CH:16]=[CH:17][CH:18]=2)[CH2:13]1)[CH2:9][CH3:10].Cl>C(O)(C)C.C(N(CC)CC)C>[CH2:27]([N:11]([CH2:8][CH2:9][CH3:10])[CH:12]1[CH2:21][CH2:20][C:19]2[C:14](=[C:15]([CH2:22][CH2:23][NH2:24])[CH:16]=[CH:17][CH:18]=2)[CH2:13]1)[CH2:28][CH3:29] |f:0.1,5.6|. Procedure: 820 mg (20.4 mmol) of sodium borohydride were initially introduced into 30 ml of absolute tetrahydrofuran at 0° C. under nitrogen. 3.24 ml (25.8 mmol) of boron trifluoride diethyl ether complex were added dropwise at this temperature, and the mixture was subsequently stirred for 15 minutes at room temperature. A solution of 1.3 g (4.3 mmol) of 2-dipropylamino-8-(2-nitro-ethenyl)-1,2,3,4-tetrahydronaphthalene and 10 ml of absolute tetrahydrofuran was then added dropwise, and the mixture was then ... The reactants are CC(C(=O)O)n1ncn(-c2ccc(OCC(F)(F)C(F)F)cc2)c1=O, O=S(Cl)Cl. Product: CC(C(=O)Cl)n1ncn(-c2ccc(OCC(F)(F)C(F)F)cc2)c1=O. Reaction SMILES: [F:1][C:2]([CH2:3][O:4][c:5]1[cH:6][cH:7][c:8](-[n:11]2[cH:12][n:13][n:14]([CH:17]([C:18](=[O:19])[OH:20])[CH3:21])[c:15]2=[O:16])[cH:9][cH:10]1)([CH:22]([F:23])[F:24])[F:25].[S:26]([Cl:27])([Cl:28])=[O:29]>>[F:1][C:2]([CH2:3][O:4][c:5]1[cH:6][cH:7][c:8](-[n:11]2[cH:12][n:13][n:14]([CH:17]([C:18](=[O:19])[Cl:28])[CH3:21])[c:15]2=[O:16])[cH:9][cH:10]1)([CH:22]([F:23])[F:24])[F:25].